Dataset: the Open Reaction Database (ORD), a public repository of structured organic reaction records. Task: describe an organic reaction: reactants, conditions, products, and yield Starting materials: C(C(=O)O)(=O)O (oxalic acid), [Mg] (magnesium), [Cl-].[NH4+] (ammonium chloride), II (iodine), BrC1=CC=C(C=C1)F (p-bromofluorobenzene), O(C1=CC=CC=C1)CCCN1CCC(C(=O)OCC)CC1 (ethyl N-(3-phenoxypropyl)isonipecotate). Solvent: CO (methanol), O1CCCC1 (tetrahydrofuran), O1CCCC1 (tetrahydrofuran), O1CCCC1 (tetrahydrofuran). Run at time 1 hour. Yields the product C(C(=O)O)(=O)O.FC1=CC=C(C=C1)C(O)(C1CCN(CC1)CCCOC1=CC=CC=C1)C1=CC=C(C=C1)F (α,α-Bis(4-fluorophenyl)-1-(3-phenoxypropyl)-4-piperidinemethanol oxalate). Yield: 66.2%. As a reaction SMILES: [Mg].II.Br[C:5]1[CH:10]=[CH:9][C:8]([F:11])=[CH:7][CH:6]=1.[O:12]([CH2:19][CH2:20][CH2:21][N:22]1[CH2:32][CH2:31][CH:25]([C:26]([O:28]CC)=O)[CH2:24][CH2:23]1)[C:13]1[CH:18]=[CH:17][CH:16]=[CH:15][CH:14]=1.[Cl-].[NH4+].[C:35]([OH:40])(=[O:39])[C:36]([OH:38])=[O:37]>O1CCCC1.CO>[C:35]([OH:40])(=[O:39])[C:36]([OH:38])=[O:37].[F:11][C:8]1[CH:9]=[CH:10][C:5]([C:26]([C:36]2[CH:35]=[CH:9][C:8]([F:11])=[CH:7][CH:6]=2)([CH:25]2[CH2:24][CH2:23][N:22]([CH2:21][CH2:20][CH2:19][O:12][C:13]3[CH:14]=[CH:15][CH:16]=[CH:17][CH:18]=3)[CH2:32][CH2:31]2)[OH:28])=[CH:6][CH:7]=1 |f:4.5,9.10|. Reported procedure: To a mixture of 5.10 g (0.21 mole) of magnesium turnings and a crystal of iodine in 800 ml of dry tetrahydrofuran (distilled from lithium aluminum hydride) was added a solution of 36.75 g (0.21 mole) of p-bromofluorobenzene in 100 ml of tetrahydrofuran. The reaction flask was cooled in an ice bath during this addition, and the reaction mixture was under an atmosphere of nitrogen. The mixture was stirred at ambient temperature for 1 hr. A solution of 20.17 g (0.0693 mole) of ethyl N-(3-phenoxypro...